Dataset: the Open Reaction Database (ORD), a public repository of structured organic reaction records. Task: describe an organic reaction: reactants, conditions, products, and yield Starting materials: BrCC1=NN(N=C1)C1=C(C=C(C=C1Cl)C(F)(F)F)Cl (4-Bromomethyl-2-(2,6-dichloro-4-trifluoromethylphenyl)-2H-1,2,3-triazole), [C-]#N.[K+] (potassium cyanide), O (water). The solvent is CS(=O)C (dimethyl sulphoxide). Yields the product ClC1=C(C(=CC(=C1)C(F)(F)F)Cl)N1N=CC(=N1)CC#N (2-(2,6-dichloro-4-trifluoromethylphenyl)-2H-1,2,3-triazol-4-ylacetonitrile). Reaction SMILES: Br[CH2:2][C:3]1[CH:7]=[N:6][N:5]([C:8]2[C:13]([Cl:14])=[CH:12][C:11]([C:15]([F:18])([F:17])[F:16])=[CH:10][C:9]=2[Cl:19])[N:4]=1.[C-:20]#[N:21].[K+].O>CS(C)=O>[Cl:19][C:9]1[CH:10]=[C:11]([C:15]([F:18])([F:17])[F:16])[CH:12]=[C:13]([Cl:14])[C:8]=1[N:5]1[N:4]=[C:3]([CH2:2][C:20]#[N:21])[CH:7]=[N:6]1 |f:1.2|. Reported procedure: 4-Bromomethyl-2-(2,6-dichloro-4-trifluoromethylphenyl)-2H-1,2,3-triazole, prepared as in EP No. 350 237, was treated with potassium cyanide in dimethyl sulphoxide at room temperature for two hours. The mixture was added to water and extracted with diethyl ether. The extract was worked up to give crude 2-(2,6-dichloro-4-trifluoromethylphenyl)-2H-1,2,3-triazol-4-ylacetonitrile. In a similar manner to Example 6, this compound was converted to 2-(2,6-dichloro-4-trifluoromethylphenyl)-4-[(1H-imidazol... Starting materials: COC(=O)C1=CC=CC2=C(C(=CC=C12)OC)Br (5-bromo-6-methoxy-1-naphthalenecarboxylic acid methyl ester), Cu2 (CN)2.H2O, CN(C=O)C (dimethylformamide), ice, NH4. Reagents/catalysts: N1=CC=CC=C1 (pyridine). Reaction conditions: temperature 180 celsius. The product is COC(=O)C1=CC=CC2=C(C(=CC=C12)OC)C#N (5-cyano-6-methoxy-1-naphthalenecarboxylic acid methyl ester). As a reaction SMILES: [CH3:1][O:2][C:3]([C:5]1[C:14]2[C:9](=[C:10](Br)[C:11]([O:15][CH3:16])=[CH:12][CH:13]=2)[CH:8]=[CH:7][CH:6]=1)=[O:4].[CH3:18][N:19](C)C=O>N1C=CC=CC=1>[CH3:1][O:2][C:3]([C:5]1[C:14]2[C:9](=[C:10]([C:18]#[N:19])[C:11]([O:15][CH3:16])=[CH:12][CH:13]=2)[CH:8]=[CH:7][CH:6]=1)=[O:4]. Procedure details: A solution of bromine (26.6 g, 0.167 mole) in glacial acetic acid (25 ml) was added dropwise to a cooled suspension of 6-methoxy-1-naphthalenecarboxylic acid methyl ester (30 g, 0.13 9 moles) in glacial acetic acid (2.75 ml). The precipitate was collected, washed with water and crystallized from ethanol to give 33.3 g of 5-bromo-6-methoxy-1-naphthalenecarboxylic acid methyl ester; mp 119° C.; NMR (CDCl3) δ 3.97 (s, 3H), 4.03 (s, 3H), 7.35 (d, J=9.25 Hz, 1H), 7.4 (m, 1H), 8.05 (d, J=6.75 Hz, 1H),...